This data is from the Open Reaction Database (ORD), a public repository of structured organic reaction records. The task is: describe an organic reaction: reactants, conditions, products, and yield Starting materials: NC1=CC=C(C=C1)N1C2=C(NC(CC1=O)=O)C1=CC=CC=C1C=C2 (5-(4-Aminophenyl)-1H-naphtho[1,2-b][1,4]diazepine-2,4(3H,5H)-dione), C1=C(C=CC2=CC=CC=C12)S(=O)(=O)Cl (2-naphthalenesulfonyl chloride). The solvent is N1=CC=CC=C1 (pyridine). The product is O=C1CC(N(C2=C(N1)C1=CC=CC=C1C=C2)C2=CC=C(C=C2)NS(=O)(=O)C2=CC1=CC=CC=C1C=C2)=O (N-[4-(2,4-Dioxo-1,2,3,4-tetrahydronaphtho[1,2-b][1,4]diazepin-5-yl)phenyl]-2-naphthalenesulfonamide). Yield: 64.3%. As a reaction SMILES: [NH2:1][C:2]1[CH:7]=[CH:6][C:5]([N:8]2[C:14](=[O:15])[CH2:13][C:12](=[O:16])[NH:11][C:10]3[C:17]4[C:22]([CH:23]=[CH:24][C:9]2=3)=[CH:21][CH:20]=[CH:19][CH:18]=4)=[CH:4][CH:3]=1.[CH:25]1[C:34]2[C:29](=[CH:30][CH:31]=[CH:32][CH:33]=2)[CH:28]=[CH:27][C:26]=1[S:35](Cl)(=[O:37])=[O:36]>N1C=CC=CC=1>[O:16]=[C:12]1[NH:11][C:10]2[C:17]3[C:22]([CH:23]=[CH:24][C:9]=2[N:8]([C:5]2[CH:6]=[CH:7][C:2]([NH:1][S:35]([C:26]4[CH:27]=[CH:28][C:29]5[C:34](=[CH:33][CH:32]=[CH:31][CH:30]=5)[CH:25]=4)(=[O:37])=[O:36])=[CH:3][CH:4]=2)[C:14](=[O:15])[CH2:13]1)=[CH:21][CH:20]=[CH:19][CH:18]=3. Reported procedure: 5-(4-Aminophenyl)-1H-naphtho[1,2-b][1,4]diazepine-2,4(3H,5H)-dione (30 mg, 0.095 mmol) obtained in Example 1, (3), and 2-naphthalenesulfonyl chloride (32 mg, 0.14 mmol) were treated by heating 11 pyridine (3 mL). A post-treatment was performed in a conventional manner to give the title compound (31 mg, yield 64%) as white amorphous. Yields the product Nc1ncnn2c(-c3ccc(CN4CCC(F)(F)C4)cc3)cc(-c3ccc4cn(Cc5ccccc5)nc4c3)c12. Starting materials: Nc1ncnn2c(-c3ccc(CBr)cc3)cc(-c3ccc4cn(Cc5ccccc5)nc4c3)c12, FC1(F)CCNC1. RXN SMILES: [CH2:1]([c:2]1[cH:3][cH:4][cH:5][cH:6][cH:7]1)[n:8]1[n:9][c:10]2[cH:11][c:12](-[c:17]3[cH:18][c:19](-[c:27]4[cH:28][cH:29][c:30]([CH2:33][Br:34])[cH:31][cH:32]4)[n:20]4[n:21][cH:22][n:23][c:24]([NH2:26])[c:25]34)[cH:13][cH:14][c:15]2[cH:16]1.[F:35][C:36]1([F:41])[CH2:37][NH:38][CH2:39][CH2:40]1>>[CH2:1]([c:2]1[cH:3][cH:4][cH:5][cH:6][cH:7]1)[n:8]1[n:9][c:10]2[cH:11][c:12](-[c:17]3[cH:18][c:19](-[c:27]4[cH:28][cH:29][c:30]([CH2:33][N:38]5[CH2:37][C:36]([F:35])([F:41])[CH2:40][CH2:39]5)[cH:31][cH:32]4)[n:20]4[n:21][cH:22][n:23][c:24]([NH2:26])[c:25]34)[cH:13][cH:14][c:15]2[cH:16]1.